This data is from the Open Reaction Database (ORD), a public repository of structured organic reaction records. The task is: describe an organic reaction: reactants, conditions, products, and yield The reactants are Br, CC#N, O=N[O-], Nc1c(F)cccc1C(=O)O, [Na+], O. Product: O=C(O)c1cccc(F)c1Br. Reaction SMILES: [BrH:15].[CH3:12][C:13]#[N:14].[N:16]([O-:17])=[O:18].[NH2:1][c:2]1[c:3]([C:4](=[O:5])[OH:6])[cH:7][cH:8][cH:9][c:10]1[F:11].[Na+:19].[OH2:20]>>[c:2]1([Br:15])[c:3]([C:4](=[O:5])[OH:6])[cH:7][cH:8][cH:9][c:10]1[F:11]. Starting materials: C(C)O (ethanol), Cl (HCl), OC=1C2=C(C=NC1[N+](=O)[O-])C(=CO2)C=2CCN(CC2)C(=O)OC(C)(C)C (tert-butyl 4-(7-hydroxy-6-nitrofuro[3,2-c]pyridin-3-yl)-3,6-dihydro-2H-pyridine-1-carboxylate), OC=1C2=C(C=NC1[N+](=O)[O-])C(=CO2)C=2CCN(CC2)C(=O)OC(C)(C)C (tert-butyl 4-(7-hydroxy-6-nitrofuro[3,2-c]pyridin-3-yl)-3,6-dihydro-2H-pyridine-1-carboxylate), ClC1=C(C(=CC=C1F)Cl)C(C)O (1-(2,6-dichloro-3-fluorophenyl)ethanol), C1=CC=C(C=C1)P(C2=CC=CC=C2)C3=CC=CC=C3 (PPh3), C1CCOC1 (THF), N(=NC(=O)OC(C)C)C(=O)OC(C)C (diisopropyl azodicarboxylate), Cl (HCl), C[Si](C)(C)N=C=O (Trimethylsilyl isocyanate), CN(C)C=O (DMF), CCN(C(C)C)C(C)C (DIPEA). The reagents and catalysts are [Fe] (iron), [Fe] (Iron). Run at temperature 40 celsius, time 20 minute. The product is NC1=C(C2=C(C=N1)C(=CO2)C=2CCN(CC2)C(=O)N)OC(C)C2=C(C(=CC=C2Cl)F)Cl (4-{6-Amino-7-[1-(2,6-dichloro-3-fluorophenyl)ethoxy]furo[3,2-c]pyridin-3-yl}-3,6-dihydro-2H-pyridine-1-carboxamide). Reaction SMILES: [OH:1][C:2]1[C:3]2[O:13][CH:12]=[C:11]([C:14]3[CH2:15][CH2:16][N:17]([C:20](OC(C)(C)C)=[O:21])[CH2:18][CH:19]=3)[C:4]=2[CH:5]=[N:6][C:7]=1[N+:8]([O-])=O.[Cl:27][C:28]1[C:33]([F:34])=[CH:32][CH:31]=[C:30]([Cl:35])[C:29]=1[CH:36](O)[CH3:37].C1C=CC(P(C2C=CC=CC=2)C2C=CC=CC=2)=CC=1.C1COCC1.[N:63](C(OC(C)C)=O)=NC(OC(C)C)=O.C(O)C.Cl.C[Si](N=C=O)(C)C.CN(C=O)C.CCN(C(C)C)C(C)C>[Fe]>[NH2:8][C:7]1[N:6]=[CH:5][C:4]2[C:11]([C:14]3[CH2:15][CH2:16][N:17]([C:20]([NH2:63])=[O:21])[CH2:18][CH:19]=3)=[CH:12][O:13][C:3]=2[C:2]=1[O:1][CH:36]([C:29]1[C:30]([Cl:35])=[CH:31][CH:32]=[C:33]([F:34])[C:28]=1[Cl:27])[CH3:37]. Procedure details: To a solution of tert-butyl 4-(7-hydroxy-6-nitrofuro[3,2-c]pyridin-3-yl)-3,6-dihydro-2H-pyridine-1-carboxylate (Intermediate 14) (20.0 mg, 0.0553 mmol), 1-(2,6-dichloro-3-fluorophenyl)ethanol (34.7 mg, 0.166 mmol), and PPh3 (43.6 mg, 0.166 mmol) in THF (1.0 mL, 12 mmol) under nitrogen was added dropwise diisopropyl azodicarboxylate (22.4 mg, 0.111 mmol), and the mixture was heated at 40° C. overnight. THF was evaporated, and iron powder (30.9 mg, 0.553 mmol), ethanol (1.5 mL, 26 mmol) and 1 drop... The reactants are C[Si](N[Si](C)(C)C)(C)C (1,1,1,3,3,3-hexamethyldisilazane), CO (methanol), C(C)(C)(C)OC(=O)N1CC2(CC=3N(C=4C=CC=CC4C3C=3C(OC(C3C3=CN(C4=CC=CC=C34)C)=O)=O)C2)CC1 (3-[1-(tert.butoxy-carbonyl)-1',3'-dihydrospiro[pyrrolidine-3,2'-pyrrolo[1,2-a]indol]-9'-yl]-4-(1-methyl-3-indolyl)-furan-2,5-dione). The solvent is CN(C)C=O (DMF). Conditions: time 72 hour. Yields the product C(C)(C)(C)OC(=O)N1CC2(CC=3N(C=4C=CC=CC4C3C=3C(NC(C3C3=CN(C4=CC=CC=C34)C)=O)=O)C2)CC1 (3-[1-(tert.butoxycarbonyl)-1',3'-dihydrospiro[pyrrolidine-3,2'-pyrrolo[1,2-a]indol]-9'-yl]-4-(1-methyl-3-indolyl)-1H-pyrrole-2,5-dione). Reaction SMILES: C[Si](C)(C)[NH:3][Si](C)(C)C.CO.[C:12]([O:16][C:17]([N:19]1[CH2:51][CH2:50][C:21]2([CH2:49][N:24]3[C:25]4[CH:26]=[CH:27][CH:28]=[CH:29][C:30]=4[C:31]([C:32]4[C:33](=O)[O:34][C:35](=[O:47])[C:36]=4[C:37]4[C:45]5[C:40](=[CH:41][CH:42]=[CH:43][CH:44]=5)[N:39]([CH3:46])[CH:38]=4)=[C:23]3[CH2:22]2)[CH2:20]1)=[O:18])([CH3:15])([CH3:14])[CH3:13]>CN(C=O)C>[C:12]([O:16][C:17]([N:19]1[CH2:51][CH2:50][C:21]2([CH2:49][N:24]3[C:25]4[CH:26]=[CH:27][CH:28]=[CH:29][C:30]=4[C:31]([C:32]4[C:33](=[O:34])[NH:3][C:35](=[O:47])[C:36]=4[C:37]4[C:45]5[C:40](=[CH:41][CH:42]=[CH:43][CH:44]=5)[N:39]([CH3:46])[CH:38]=4)=[C:23]3[CH2:22]2)[CH2:20]1)=[O:18])([CH3:14])([CH3:13])[CH3:15]. Reported procedure: A mixture of 0.59 ml of 1,1,1,3,3,3-hexamethyldisilazane and 45 mg of methanol was added to a solution of 150 mg of 3-[1-(tert.butoxy-carbonyl)-1',3'-dihydrospiro[pyrrolidine-3,2'-pyrrolo[1,2-a]indol]-9'-yl]-4-(1-methyl-3-indolyl)-furan-2,5-dione in 10 ml of DMF and stirred for 72 hours. The solvent was removed by evaporation and the residue was treated with 10 ml of methanol. After evaporation, the residue was subjected to chromatography on silica gel using dichloromethane/ethyl acetate (4:1) f... The reactants are CC1=NC(=NC=C1)N1CC2CNCC2C1 (2-(4-Methyl-pyrimidin-2-yl)-octahydro-pyrrolo[3,4-c]pyrrole), N=1N=C(NC1)C1=C(C(=O)O)C=CC=C1 (2-(4H-[1,2,4]triazol-3-yl)-benzoic acid). Yields the product CC1=NC(=NC=C1)N1CC2CN(CC2C1)C(=O)C1=C(C=CC=C1)C1=NN=CN1 (2-(4-Methylpyrimidin-2-yl)-5-{[2-(4H-1,2,4-triazol-3-yl)phenyl]carbonyl}octahydro-pyrrolo[3,4-c]pyrrole). Reaction SMILES: [CH3:1][C:2]1[CH:7]=[CH:6][N:5]=[C:4]([N:8]2[CH2:15][CH:14]3[CH:10]([CH2:11][NH:12][CH2:13]3)[CH2:9]2)[N:3]=1.[N:16]1[N:17]=[C:18]([C:21]2[CH:29]=[CH:28][CH:27]=[CH:26][C:22]=2[C:23](O)=[O:24])[NH:19][CH:20]=1>>[CH3:1][C:2]1[CH:7]=[CH:6][N:5]=[C:4]([N:8]2[CH2:15][CH:14]3[CH:10]([CH2:11][N:12]([C:23]([C:22]4[CH:26]=[CH:27][CH:28]=[CH:29][C:21]=4[C:18]4[NH:19][CH:20]=[N:16][N:17]=4)=[O:24])[CH2:13]3)[CH2:9]2)[N:3]=1. Reported procedure: The title compound was prepared in a manner analogous to Example 15 utilizing Intermediate 27 and 2-(4H-[1,2,4]triazol-3-yl)-benzoic acid. MS (ESI) mass calcd. for C20H21N7O, 375.55; m/z found, 376.2 [M+H]+. 1H NMR (CDCl3): 8.18-8.04 (m, 3H), 7.55-7.42 (m, 2H), 7.39-7.33 (m, 1H), 6.39 (d, J=5.0 Hz, 1H), 3.96-3.79 (m, 2H), 3.77-3.63 (m, 2H), 3.62-3.55 (m, 1H), 3.46-3.37 (m, 2H), 3.15-3.06 (m, 1H), 3.05-2.98 (m, 1H), 2.95-2.90 (m, 1H), 2.33 (s, 3H). The reactants are Br (hydrobromic acid), [OH-].[NH4+] (ammonium hydroxide), N(=O)[O-].[Na+] (Sodium nitrite), Cl.Cl.CC=1SC2=C(N1)C=C(C=C2)N (2-methyl-5-aminobenzothiazole dihydrochloride), Br (hydrobromic acid), O (water). The reagents and catalysts are [Cu]Br (copper(I) bromide). Conditions: temperature 0 celsius, time 2 hour. The product is CC=1SC2=C(N1)C=C(C=C2)Br (2-methyl-5-bromobenzothiazole). RXN SMILES: N([O-])=O.[Na+].Cl.Cl.[CH3:7][C:8]1[S:9][C:10]2[CH:16]=[CH:15][C:14](N)=[CH:13][C:11]=2[N:12]=1.O.[OH-].[NH4+].[BrH:21]>[Cu]Br>[CH3:7][C:8]1[S:9][C:10]2[CH:16]=[CH:15][C:14]([Br:21])=[CH:13][C:11]=2[N:12]=1 |f:0.1,2.3.4,6.7|. Reported procedure: Sodium nitrite (0.9 g, 13 mmol) was added portionwise to a suspension of 2-methyl-5-aminobenzothiazole dihydrochloride (2.0 g, 8 mmol) in hydrobromic acid (24 ml) at 0° C. The resulting mixture was added dropwise to a solution of copper(I) bromide (4.0 g, 14 mmol) in hydrobromic acid (50 ml) at 0° C. After stirring at 0° C. for 2 hours, water was added. The reaction mixture was basified to pH 9 using aqueous ammonium hydroxide and was extracted with ethyl acetate. The combined organic layers wer...